Dataset: the Open Reaction Database (ORD), a public repository of structured organic reaction records. Task: describe an organic reaction: reactants, conditions, products, and yield The product is Cl.[Cl-].ClC1=CC(=C(C(=O)N[N+]2=C(C=C(C=C2C)C)C)C=C1S(N)(=O)=O)NCC=1OC=CC1 (1-{[4-chloro-2-(2-furylmethylamino)-5-sulphamylbenzoyl]-amino}-2,4,6-trimethylpyridinium chloride hydrochloride). Reaction SMILES: [ClH:1].[OH-].[Cl:3][C:4]1[C:21]([S:22](=[O:25])(=[O:24])[NH2:23])=[CH:20][C:7]([C:8]([NH:10][N+:11]2[C:16]([CH3:17])=[CH:15][C:14]([CH3:18])=[CH:13][C:12]=2[CH3:19])=[O:9])=[C:6]([NH:26][CH2:27][C:28]2[O:29][CH:30]=[CH:31][CH:32]=2)[CH:5]=1>C(O)C>[ClH:3].[Cl-:1].[Cl:3][C:4]1[C:21]([S:22](=[O:24])(=[O:25])[NH2:23])=[CH:20][C:7]([C:8]([NH:10][N+:11]2[C:12]([CH3:19])=[CH:13][C:14]([CH3:18])=[CH:15][C:16]=2[CH3:17])=[O:9])=[C:6]([NH:26][CH2:27][C:28]2[O:29][CH:30]=[CH:31][CH:32]=2)[CH:5]=1 |f:1.2,4.5.6|. Procedure: 20 ml of ethanol saturated with hydrochloric acid are added, with stirring, to a suspension of the inert salt of 1-{[4-chloro-2-(2-furylmethylamino)-5-sulfamylbenzoyl]-amino}-2,4,6-trimethylpyridinium hydroxide (4.6 g, 0.01 mol) in ethanol (40 ml). After a few seconds, a transparent solution is obtained, which immediately starts to precipitate. The precipitate is filtered off and washed with ethanol, giving 4.9 g (98%) of 1-{[4-chloro-2-(2-furylmethylamino)-5-sulphamylbenzoyl]-amino}-2,4,6-trime... The yield is 98.0%. The reactants are Cl (hydrochloric acid), [OH-].ClC1=CC(=C(C(=O)N[N+]2=C(C=C(C=C2C)C)C)C=C1S(N)(=O)=O)NCC=1OC=CC1 (1-{[4-chloro-2-(2-furylmethylamino)-5-sulfamylbenzoyl]-amino}-2,4,6-trimethylpyridinium hydroxide). Run in C(C)O (ethanol), C(C)O (ethanol).